From a dataset of the Open Reaction Database (ORD), a public repository of structured organic reaction records. describe an organic reaction: reactants, conditions, products, and yield The reactants are ClC=1N=C(C2=C(N1)C=C(S2)CN2CCN(CC2)S(=O)(=O)C)N2CCOCC2 (2-Chloro-6-(4-methylsulfonyl-piperazine-1-yl-methyl)-4-morpholin-4-yl-thieno[3,2-d}pyrimidine), CC1(OB(OC1(C)C)C1=CC=C(N)C=C1)C (4-(4,4,5,5-tetramethyl-1,3,2-dioxaborolan-2-yl)aniline). Yields the product CS(=O)(=O)N1CCN(CC1)CC1=CC=2N=C(N=C(C2S1)N1CCOCC1)C1=CC=C(N)C=C1 (4-[6-(4-Methanesulfonyl-piperazin-1-ylmethyl)-4-morpholin-4-yl-thieno[3,2-d]pyrimidin-2-yl]-aniline). Reaction SMILES: Cl[C:2]1[N:3]=[C:4]([N:22]2[CH2:27][CH2:26][O:25][CH2:24][CH2:23]2)[C:5]2[S:10][C:9]([CH2:11][N:12]3[CH2:17][CH2:16][N:15]([S:18]([CH3:21])(=[O:20])=[O:19])[CH2:14][CH2:13]3)=[CH:8][C:6]=2[N:7]=1.CC1(C)C(C)(C)OB([C:36]2[CH:42]=[CH:41][C:39]([NH2:40])=[CH:38][CH:37]=2)O1>>[CH3:21][S:18]([N:15]1[CH2:16][CH2:17][N:12]([CH2:11][C:9]2[S:10][C:5]3[C:4]([N:22]4[CH2:27][CH2:26][O:25][CH2:24][CH2:23]4)=[N:3][C:2]([C:36]4[CH:42]=[CH:41][C:39]([NH2:40])=[CH:38][CH:37]=4)=[N:7][C:6]=3[CH:8]=2)[CH2:13][CH2:14]1)(=[O:20])=[O:19]. Reported procedure: 2-Chloro-6-(4-methylsulfonyl-piperazine-1-yl-methyl)-4-morpholin-4-yl-thieno[3,2-d}pyrimidine was reacted with 4-(4,4,5,5-tetramethyl-1,3,2-dioxaborolan-2-yl)aniline in General Procedure A. Purification on silica yielded 4-[6-(4-Methanesulfonyl-piperazin-1-ylmethyl)-4-morpholin-4-yl-thieno[3,2-d]pyrimidin-2-yl]-aniline. This was then reacted with acetic anhydride in dichloromethane and triethylamine to give the desired compound. Starting materials: resultant mixture, B.C1CCOC1 (BH3THF), CC(C)=CC (2-methyl-2-butene), [Cl-].[NH4+] (ammonium chloride), 2R-carboethoxy-5-oxotetrahydrofuran, CCOC(=O)C (EtOAc). The solvent is C1CCOC1 (THF). Conditions: temperature 0 celsius, time 75 minute. The product is C(C)(C(C)C)BC(C)C(C)C (disiamylborane). As a reaction SMILES: [BH3:1].[CH2:2]1[CH2:6]O[CH2:4][CH2:3]1.[CH3:7][C:8](=[CH:10][CH3:11])[CH3:9].[Cl-].[NH4+].[CH3:14]COC(C)=O>C1COCC1>[CH:3]([BH:1][CH:10]([CH:8]([CH3:9])[CH3:7])[CH3:11])([CH:2]([CH3:6])[CH3:14])[CH3:4] |f:0.1,3.4|. Procedure details: A solution of disiamylborane was prepared by mixing 35 mL of BH3THF (1 M in THF) and 35 mL of 2-methyl-2-butene (2 M in THF) at 0° C. followed stirring at 0° C. for 75 minutes. To this solution was introduced 2R-carboethoxy-5-oxotetrahydrofuran dissolved in THF (6 mL). The resultant mixture was allowed to warm slowly to room temperature over a period of 2.5 hours and then was stirred for another 15 hours. Saturated ammonium chloride solution was added, followed by dilution with EtOAc. The above ... Reactants: Cl.C(C1=CC=CC=C1)N1CC=2N=C(N=C(C2CC1)C1=CSC(=C1)C)C(C)C (7-benzyl-2-isopropyl-4-(5-methyl-thiophen-3-yl)-5,6,7,8-tetrahydro-pyrido[3,4-d]pyrimidine hydrochloride), ClC(C)OC(=O)Cl (1-chloroethylchloroformate). Solvent: ClCCCl (1,2-dichloroethane). Reaction conditions: temperature 95 celsius. Yields the product Cl.C(C)(C)C=1N=C(C2=C(N1)CNCC2)C2=CSC(=C2)C (2-Isopropyl-4-(5-methyl-thiophen-3-yl)-5,6,7,8-tetrahydro-pyrido[3,4-d]pyrimidine hydrochloride). Reaction SMILES: Cl.C([N:9]1[CH2:18][CH2:17][C:16]2[C:15]([C:19]3[CH:23]=[C:22]([CH3:24])[S:21][CH:20]=3)=[N:14][C:13]([CH:25]([CH3:27])[CH3:26])=[N:12][C:11]=2[CH2:10]1)C1C=CC=CC=1.[Cl:28]C(OC(Cl)=O)C>ClCCCl>[ClH:28].[CH:25]([C:13]1[N:14]=[C:15]([C:19]2[CH:23]=[C:22]([CH3:24])[S:21][CH:20]=2)[C:16]2[CH2:17][CH2:18][NH:9][CH2:10][C:11]=2[N:12]=1)([CH3:27])[CH3:26] |f:0.1,4.5|. Procedure: A solution of 7-benzyl-2-isopropyl-4-(5-methyl-thiophen-3-yl)-5,6,7,8-tetrahydro-pyrido[3,4-d]pyrimidine hydrochloride (0.133 g) in 1,2-dichloroethane (7 mL) was treated with 1-chloroethylchloroformate (0.105 mL). The mixture was heated at 95° C. for 16 h, concentrated, dissolved in MeOH, and heated at 50° C. for an additional 2 h. The mixture was concentrated and chromatographed on SiO2 (2 M NH3 in MeOH/CH2Cl2). MS (ESI): exact mass calcd. for C15H19N3S, 273.13; m/z found, 274.3 [M+H]+. 1H NMR ... Reactants: ClC=1C=C(C=CC1Cl)SCCCOC=1C=C2CCC(NC2=CC1)=O (6-[3-(3,4-dichlorophenyl-mercapto)-propoxy]-3,4-dihydro-carbostyril), OO (hydrogen peroxide). Product: ClC=1C=C(C=CC1Cl)S(=O)CCCOC=1C=C2CCC(NC2=CC1)=O (6-[3-(3,4-Dichlorophenyl-sulfinyl)-propoxy]-3,4-dihydro-carbostyril). Reaction SMILES: [Cl:1][C:2]1[CH:3]=[C:4]([S:9][CH2:10][CH2:11][CH2:12][O:13][C:14]2[CH:15]=[C:16]3[C:21](=[CH:22][CH:23]=2)[NH:20][C:19](=[O:24])[CH2:18][CH2:17]3)[CH:5]=[CH:6][C:7]=1[Cl:8].[OH:25]O>>[Cl:1][C:2]1[CH:3]=[C:4]([S:9]([CH2:10][CH2:11][CH2:12][O:13][C:14]2[CH:15]=[C:16]3[C:21](=[CH:22][CH:23]=2)[NH:20][C:19](=[O:24])[CH2:18][CH2:17]3)=[O:25])[CH:5]=[CH:6][C:7]=1[Cl:8]. Procedure details: Prepared analogous to Example 123 from 6-[3-(3,4-dichlorophenyl-mercapto)-propoxy]-3,4-dihydro-carbostyril and hydrogen peroxide.